Dataset: the Open Reaction Database (ORD), a public repository of structured organic reaction records. Task: describe an organic reaction: reactants, conditions, products, and yield Starting materials: CC(C)C[AlH]CC(C)C, COC(=O)c1cnc(SC)nc1, ClCCl. RXN SMILES: [CH3:13][CH:14]([CH2:15][AlH:16][CH2:17][CH:18]([CH3:19])[CH3:20])[CH3:21].[CH3:1][S:2][c:3]1[n:4][cH:5][c:6]([C:9](=[O:10])[O:11][CH3:12])[cH:7][n:8]1.[Cl:22][CH2:23][Cl:24]>>[CH3:1][S:2][c:3]1[n:4][cH:5][c:6]([CH2:9][OH:10])[cH:7][n:8]1. Yields the product CSc1ncc(CO)cn1.